Dataset: the Open Reaction Database (ORD), a public repository of structured organic reaction records. Task: describe an organic reaction: reactants, conditions, products, and yield Starting materials: COC1=CC=C(C=C1)[C@@H]1SC2=C(N(C([C@@H]1O)=O)CCN(C)C)C=CC=C2 ((+)-cis-2-(4-methoxyphenyl)-3-hydroxy-5-[2-(dimethylamino)ethyl]-2,3-dihydro-1,5-benzothiazepin-4(5H)-one), [N+](=O)([O-])C=1C=C(C(=O)O)C=CC1[N+](=O)[O-] (3,4-dinitrobenzoic acid), C1(CCCCC1)N=C=NC1CCCCC1 (dicyclohexylcarbodiimide). Run in C(Cl)Cl (methylene chloride). Run at time 8 hour. Product: COC1=CC=C(C=C1)[C@@H]1SC2=C(N(C([C@@H]1OC(C1=CC(=C(C=C1)[N+](=O)[O-])[N+](=O)[O-])=O)=O)CCN(C)C)C=CC=C2 ((+)-cis-2-(4-methoxyphenyl)-3-(3,4-dinitrobenzoyloxy)-5-[2-(dimethylamino)ethyl]-2,3-dihydro-1,5-benzothiazepin-4(5H)-one). Yield: 43.8%. RXN SMILES: [CH3:1][O:2][C:3]1[CH:8]=[CH:7][C:6]([C@H:9]2[C@@H:15]([OH:16])[C:14](=[O:17])[N:13]([CH2:18][CH2:19][N:20]([CH3:22])[CH3:21])[C:12]3[CH:23]=[CH:24][CH:25]=[CH:26][C:11]=3[S:10]2)=[CH:5][CH:4]=1.[N+:27]([C:30]1[CH:31]=[C:32]([CH:36]=[CH:37][C:38]=1[N+:39]([O-:41])=[O:40])[C:33](O)=[O:34])([O-:29])=[O:28].C1(N=C=NC2CCCCC2)CCCCC1>C(Cl)Cl>[CH3:1][O:2][C:3]1[CH:4]=[CH:5][C:6]([C@H:9]2[C@@H:15]([O:16][C:33](=[O:34])[C:32]3[CH:36]=[CH:37][C:38]([N+:39]([O-:41])=[O:40])=[C:30]([N+:27]([O-:29])=[O:28])[CH:31]=3)[C:14](=[O:17])[N:13]([CH2:18][CH2:19][N:20]([CH3:22])[CH3:21])[C:12]3[CH:23]=[CH:24][CH:25]=[CH:26][C:11]=3[S:10]2)=[CH:7][CH:8]=1. Procedure details: 1.2 g of (+)-cis-2-(4-methoxyphenyl)-3-hydroxy-5-[2-(dimethylamino)ethyl]-2,3-dihydro-1,5-benzothiazepin-4(5H)-one, 1.16 g of 3,4-dinitrobenzoic acid and 0.76 g of dicyclohexylcarbodiimide are dissolved in 20 ml of methylene chloride, and the solution is stirred at room temperature overnight. After the reaction, the precipitates are collected by filtration. The filtrate is washed with water, dried and then evaporated to remove solvent. The residue is purified by silica gel chromatography (solven... Reactants: C(#N)C1(CC1)NC(=O)[C@H]1[C@@H](C[C@@H](C1)S(=O)(=O)C1=C(C=C(C=C1)F)Cl)C(=O)N1CC(C1)(F)F ((1R,2R,4R)-4-(2-Chloro-4-fluoro-benzenesulfonyl)-2-(3,3-difluoro-azetidine-1-carbonyl)-cyclopentanecarboxylic acid (1-cyano-cyclopropyl)-amide), FC([C@H](C)O)(F)F ((S)-1,1,1-trifluoro-propan-2-ol). The product is C(#N)C1(CC1)NC(=O)[C@H]1[C@@H](C[C@@H](C1)S(=O)(=O)C1=C(C=C(C=C1)O[C@H](C(F)(F)F)C)Cl)C(=O)N1CC(C1)(F)F ((1R,2R,4R)-4-[2-Chloro-4-((S)-2,2,2-trifluoro-1-methyl-ethoxy)-benzenesulfonyl]-2-(3,3-difluoro-azetidine-1-carbonyl)-cyclopentanecarboxylic acid (1-cyano-cyclopropyl)-amide). RXN SMILES: [C:1]([C:3]1([NH:6][C:7]([C@@H:9]2[CH2:13][C@@H:12]([S:14]([C:17]3[CH:22]=[CH:21][C:20](F)=[CH:19][C:18]=3[Cl:24])(=[O:16])=[O:15])[CH2:11][C@H:10]2[C:25]([N:27]2[CH2:30][C:29]([F:32])([F:31])[CH2:28]2)=[O:26])=[O:8])[CH2:5][CH2:4]1)#[N:2].[F:33][C:34]([F:39])([F:38])[C@@H:35]([OH:37])[CH3:36]>>[C:1]([C:3]1([NH:6][C:7]([C@@H:9]2[CH2:13][C@@H:12]([S:14]([C:17]3[CH:22]=[CH:21][C:20]([O:37][C@@H:35]([CH3:36])[C:34]([F:39])([F:38])[F:33])=[CH:19][C:18]=3[Cl:24])(=[O:16])=[O:15])[CH2:11][C@H:10]2[C:25]([N:27]2[CH2:30][C:29]([F:32])([F:31])[CH2:28]2)=[O:26])=[O:8])[CH2:5][CH2:4]1)#[N:2]. Procedure details: The title compound was prepared in analogy to Example 134 using (1R,2R,4R)-4-(2-Chloro-4-fluoro-benzenesulfonyl)-2-(3,3-difluoro-azetidine-1-carbonyl)-cyclopentanecarboxylic acid (1-cyano-cyclopropyl)-amid (Example 119) and (S)-1,1,1-trifluoro-propan-2-ol. Off-white solid. MS (EI): 584.1 (M+H)+. The reactants are ClC=1C=NC(NC1)=O (5-chloropyrimidin-2-one), BrCC(=O)C1=CNC2=CC=CC=C12 (3-bromoacetylindole). The solvent is C(C)N(CC)CC (triethylamine), C(C)O (ethanol). The product is ClC=1C=NC(N(C1)CC(=O)C1=CNC2=CC=CC=C12)=O (5-Chloro-1-(indol-3-ylcarbonylmethyl)pyrimidin-2-one). Isolated yield 57.4%. As a reaction SMILES: [Cl:1][C:2]1[CH:3]=[N:4][C:5](=[O:8])[NH:6][CH:7]=1.Br[CH2:10][C:11]([C:13]1[C:21]2[C:16](=[CH:17][CH:18]=[CH:19][CH:20]=2)[NH:15][CH:14]=1)=[O:12]>C(N(CC)CC)C.C(O)C>[Cl:1][C:2]1[CH:3]=[N:4][C:5](=[O:8])[N:6]([CH2:10][C:11]([C:13]2[C:21]3[C:16](=[CH:17][CH:18]=[CH:19][CH:20]=3)[NH:15][CH:14]=2)=[O:12])[CH:7]=1. Procedure: A mixture of 5-chloropyrimidin-2-one (522 mg) and 3-bromoacetylindole (1.19 g) in triethylamine (0.84 ml) and ethanol (25 ml) was stirred at room temperature. After 1.5 h the mixture was heated to 55° C. After a further 1.5 h the mixture was cooled and the resulting precipitate collected and washed with cold ethanol. Recrystallisation twice from ethyl acetate and once from ethanol gave the title pyrimidinone (660 mg), m.p. 228°-229° C., λmax (EtOH) 240 nm (ε 16,370) 300.5 nm (ε 13,090). The reactants are C(C1=CC=CC=C1)OC1=CC=C2C(=CNC2=C1)C=O (6-benzyloxy-1H-indole-3-carbaldehyde), C(N)(=O)C1=CN(C2=CC=C(C=C12)Cl)CC(=O)O ((3-carbamoyl-5-chloro-indol-1-yl)-acetic acid). Product: C(C1=CC=CC=C1)OC1=CC=C2C(=CN(C2=C1)CC(=O)O)C(N)=O ((6-Benzyloxy-3-carbamoyl-indol-1-yl)-acetic acid). RXN SMILES: [CH2:1]([O:8]C1C=C2C(C(C=O)=CN2)=CC=1)[C:2]1[CH:7]=[CH:6][CH:5]=[CH:4][CH:3]=1.[C:20]([C:23]1[C:31]2[C:26](=[CH:27][CH:28]=[C:29](Cl)[CH:30]=2)[N:25]([CH2:33][C:34]([OH:36])=[O:35])[CH:24]=1)(=[O:22])[NH2:21]>>[CH2:1]([O:8][C:28]1[CH:27]=[C:26]2[C:31]([C:23]([C:20](=[O:22])[NH2:21])=[CH:24][N:25]2[CH2:33][C:34]([OH:36])=[O:35])=[CH:30][CH:29]=1)[C:2]1[CH:7]=[CH:6][CH:5]=[CH:4][CH:3]=1. Procedure details: was prepared from 6-benzyloxy-1H-indole-3-carbaldehyde [92855-64-6] using similar protocols as described in Scheme A11 for the preparation of (3-carbamoyl-5-chloro-indol-1-yl)-acetic acid. White solid. MS (LC/MS): 325 [M+H]+, 649 [2M+H]+; tR (HPLC conditions b): 4.06 min. Reactants: C(C=C)(=O)OCC (Ethyl acrylate), [Cl-].[Al+3].[Cl-].[Cl-] (aluminum chloride), C(CCCC)C(=C)C=C (2-pentyl-1,3-butadiene). Run in C1(=CC=CC=C1)C (toluene). Reaction conditions: temperature 0 celsius, time 5 hour. Product: C(CCCC)C1=CCC(CC1)C(=O)OCC (ethyl 4-pentyl-3-cyclohexen-1-carboxylate). Reaction SMILES: [C:1]([O:5][CH2:6][CH3:7])(=[O:4])[CH:2]=[CH2:3].[Cl-].[Al+3].[Cl-].[Cl-].[CH2:12]([C:17]([CH:19]=[CH2:20])=[CH2:18])[CH2:13][CH2:14][CH2:15][CH3:16]>C1(C)C=CC=CC=1>[CH2:12]([C:17]1[CH2:19][CH2:20][CH:2]([C:1]([O:5][CH2:6][CH3:7])=[O:4])[CH2:3][CH:18]=1)[CH2:13][CH2:14][CH2:15][CH3:16] |f:1.2.3.4|. Reported procedure: Ethyl acrylate (1.92 ml) is added to toluene (15 ml) and aluminum chloride (215 mg). The resulting solution is cooled to 0° C., after which 2-pentyl-1,3-butadiene (2.0 g) is added dropwise over a period of 30 minutes. The reaction mixture is then stirred for 5 hr at 0° C., and stored in a 4° C. refrigerator overnight. The resulting mixture is placed in an extraction funnel, and washed with two 200 ml aliquots of 1% HCl. The reaction mixture is further washed with 100 ml water, then with 100 ml s... Product: C(C)OP(=O)(OCC)/C=C/C=1C(=NN(C1)C1=CC=CC=C1)OCC=1C=CC(=C(C(=O)O)C1)OCC=1N=C(OC1C)C=1OC=CC1 (5-[({4-[(E)-2-(diethoxyphosphoryl)ethenyl]-1-phenyl-1H-pyrazol-3-yl}oxy)methyl]-2-{[2-(2-furyl)-5-methyl-1,3-oxazol-4-yl]methoxy}benzoic acid). Reaction conditions: temperature 50 celsius, time 1 hour. Procedure: To a mixture of methyl 5-[({4-[(E)-2-(diethoxyphosphoryl)ethenyl]-1-phenyl-1H-pyrazol-3-yl}oxy)methyl]-2-{[2-(2-furyl)-5-methyl-1,3-oxazol-4-yl]methoxy}benzoate (0.40 g), tetrahydrofuran (2 mL) and ethanol (2 mL) was added 1N aqueous sodium hydroxide solution (1 mL), and the mixture was stirred at 50° C. for 1 hr. 1N Hydrochloric acid (1 mL) and water were added to the reaction mixture, and the precipitated crystals were collected by filtration to give 5-[({4-[(E)-2-(diethoxyphosphoryl)ethenyl]-... Reactants: C(C)OP(=O)(OCC)/C=C/C=1C(=NN(C1)C1=CC=CC=C1)OCC=1C=CC(=C(C(=O)OC)C1)OCC=1N=C(OC1C)C=1OC=CC1 (methyl 5-[({4-[(E)-2-(diethoxyphosphoryl)ethenyl]-1-phenyl-1H-pyrazol-3-yl}oxy)methyl]-2-{[2-(2-furyl)-5-methyl-1,3-oxazol-4-yl]methoxy}benzoate), O1CCCC1 (tetrahydrofuran), [OH-].[Na+] (sodium hydroxide), Cl (Hydrochloric acid). As a reaction SMILES: [CH2:1]([O:3][P:4](/[CH:9]=[CH:10]/[C:11]1[C:12]([O:22][CH2:23][C:24]2[CH:25]=[CH:26][C:27]([O:34][CH2:35][C:36]3[N:37]=[C:38]([C:42]4[O:43][CH:44]=[CH:45][CH:46]=4)[O:39][C:40]=3[CH3:41])=[C:28]([CH:33]=2)[C:29]([O:31]C)=[O:30])=[N:13][N:14]([C:16]2[CH:21]=[CH:20][CH:19]=[CH:18][CH:17]=2)[CH:15]=1)([O:6][CH2:7][CH3:8])=[O:5])[CH3:2].O1CCCC1.[OH-].[Na+].Cl>O.C(O)C>[CH2:7]([O:6][P:4](/[CH:9]=[CH:10]/[C:11]1[C:12]([O:22][CH2:23][C:24]2[CH:25]=[CH:26][C:27]([O:34][CH2:35][C:36]3[N:37]=[C:38]([C:42]4[O:43][CH:44]=[CH:45][CH:46]=4)[O:39][C:40]=3[CH3:41])=[C:28]([CH:33]=2)[C:29]([OH:31])=[O:30])=[N:13][N:14]([C:16]2[CH:21]=[CH:20][CH:19]=[CH:18][CH:17]=2)[CH:15]=1)([O:3][CH2:1][CH3:2])=[O:5])[CH3:8] |f:2.3|. The yield is 74.1%. Run in C(C)O (ethanol), O (water). The reactants are C, CC(=O)OC(C)=O, CC(=O)O, O=[N+]([O-])c1cccc(F)c1O, [H][H], [Pd]. Product: CC(=O)Nc1cccc(F)c1O. As a reaction SMILES: [C:25].[CH3:12][C:13](=[O:14])[O:15][C:16](=[O:17])[CH3:18].[CH3:21][C:22](=[O:23])[OH:24].[F:1][c:2]1[c:3]([OH:11])[c:4]([N+:8]([O-:9])=[O:10])[cH:5][cH:6][cH:7]1.[H:19][H:20].[Pd:26]>>[F:1][c:2]1[c:3]([OH:11])[c:4]([NH:8][C:13]([CH3:12])=[O:14])[cH:5][cH:6][cH:7]1. The reactants are [H-].[Na+] (sodium hydride), C(OCC)(OC1=CC(=C(C=C1)OC)NS(=O)(=O)C)=O (ethyl 4-methoxy-3-(methylsulfonamido)phenyl carbonate), Cl.ClCCN1CCOCC1 (4-(2-chloroethyl)morpholine hydrochloride). Run in C(Cl)Cl (DCM), CN(C)C=O (DMF). Reaction conditions: temperature 90 celsius, time 10 minute. The product is C(OCC)(OC1=CC(=C(C=C1)OC)N(S(=O)(=O)C)CCN1CCOCC1)=O (ethyl 4-methoxy-3-(N-(2-morpholinoethyl)methylsulfonamido)-phenyl carbonate). The yield is 21.1%. As a reaction SMILES: [C:1](=[O:19])([O:5][C:6]1[CH:11]=[CH:10][C:9]([O:12][CH3:13])=[C:8]([NH:14][S:15]([CH3:18])(=[O:17])=[O:16])[CH:7]=1)[O:2][CH2:3][CH3:4].[H-].[Na+].Cl.Cl[CH2:24][CH2:25][N:26]1[CH2:31][CH2:30][O:29][CH2:28][CH2:27]1>CN(C=O)C.C(Cl)Cl>[C:1](=[O:19])([O:5][C:6]1[CH:11]=[CH:10][C:9]([O:12][CH3:13])=[C:8]([N:14]([CH2:24][CH2:25][N:26]2[CH2:31][CH2:30][O:29][CH2:28][CH2:27]2)[S:15]([CH3:18])(=[O:16])=[O:17])[CH:7]=1)[O:2][CH2:3][CH3:4] |f:1.2,3.4|. Procedure: A solution of ethyl 4-methoxy-3-(methylsulfonamido)phenyl carbonate (0.850 g, 2.94 mmol) in dry DMF (15 ml) was cooled to 0° C. under nitrogen atmosphere, and sodium hydride (60% w/w, 0.300 g, 7.50 mmol) was added portion-wise. After 10 minutes, the cold bath was removed, 4-(2-chloroethyl)morpholine hydrochloride (0.680 mg, 3.65 mmol) was added, and the mixture was heated to 90° C. for 2 hours. After cooling to RT, the reaction mixture was diluted with DCM and washed with water. The organic laye...